From a dataset of the Open Reaction Database (ORD), a public repository of structured organic reaction records. describe an organic reaction: reactants, conditions, products, and yield Reactants: Fe(NO3)3, BrC1=CC=C(C(=C1CCC#N)OC)OC (3-(6-bromo-2,3-dimethoxyphenyl)-propionitrile), [NH4+].[Cl-] (NH4Cl). Run in N (NH3), N (NH3). Conditions: temperature -50 celsius. The product is COC1=C(C=CC=2C(CC21)C#N)OC (1,2-Dihydro-3,4-dimethoxybenzocyclobutene-1-carbonitrile). The yield is 96.5%. As a reaction SMILES: Br[C:2]1[C:7]([CH2:8][CH2:9][C:10]#[N:11])=[C:6]([O:12][CH3:13])[C:5]([O:14][CH3:15])=[CH:4][CH:3]=1.[NH4+].[Cl-]>N>[CH3:13][O:12][C:6]1[C:7]2[CH2:8][CH:9]([C:10]#[N:11])[C:2]=2[CH:3]=[CH:4][C:5]=1[O:14][CH3:15] |f:1.2|. Reported procedure: A mixture of liquid NH3 (400 mL) and catalytic Fe(NO3)3 was stirred under N2 at -50° C. A small portion of Na metal (from a total amount of 20 g., 0.87 mole) was added. Air was bubbled through the reaction mixture briefly until a black precipitate appeared. The remaining Na was added portionwise. 3-(6-bromo-2,3-dimethoxyphenyl)-propionitrile (31.1 g, 0.115 mole) was added over 70 minutes as the reaction mixture was stirred at slow reflux. When the addition was complete, the reaction mixture was ... The reactants are CC(C(C(=O)OCC1=CC=C(C=C1)[N+](=O)[O-])N1C(C(C1S(=O)O)NC(COC1=CC=CC=C1)=O)=O)=C (p-nitrobenzyl 3-methyl-2-(2-oxo-4-sulfino-3-phenoxyacetamido-1-azetidinyl)-3-butenoate), IN1C(CCC1=O)=O (N-iodosuccinimide). Solvent: C(Cl)Cl (methylene chloride). Yields the product CC(C(C(=O)OCC1=CC=C(C=C1)[N+](=O)[O-])N1C(C(C1I)NC(COC1=CC=CC=C1)=O)=O)=C (p-Nitrobenzyl 3-methyl-2-(2-oxo-4-iodo-3-phenoxyacetamido-1-azetidinyl)-3-butenoate). Reaction SMILES: [CH3:1][C:2](=[CH2:36])[CH:3]([N:17]1[CH:20](S(O)=O)[CH:19]([NH:24][C:25](=[O:34])[CH2:26][O:27][C:28]2[CH:33]=[CH:32][CH:31]=[CH:30][CH:29]=2)[C:18]1=[O:35])[C:4]([O:6][CH2:7][C:8]1[CH:13]=[CH:12][C:11]([N+:14]([O-:16])=[O:15])=[CH:10][CH:9]=1)=[O:5].[I:37]N1C(=O)CCC1=O>C(Cl)Cl>[CH3:1][C:2](=[CH2:36])[CH:3]([N:17]1[CH:20]([I:37])[CH:19]([NH:24][C:25](=[O:34])[CH2:26][O:27][C:28]2[CH:33]=[CH:32][CH:31]=[CH:30][CH:29]=2)[C:18]1=[O:35])[C:4]([O:6][CH2:7][C:8]1[CH:13]=[CH:12][C:11]([N+:14]([O-:16])=[O:15])=[CH:10][CH:9]=1)=[O:5]. Reported procedure: A solution of p-nitrobenzyl 3-methyl-2-(2-oxo-4-sulfino-3-phenoxyacetamido-1-azetidinyl)-3-butenoate in methylene chloride was cooled to 0° C. and one molar equivalent of N-iodosuccinimide was added with stirring. After 5 minutes the reaction mixture was washed with brine, dried and evaporated. The product obtained as a solid residue was shown by its nmr spectrum to contain about a 2:1 ratio of cis-isomer to trans-isomer contaminated with a trace of oxazolineazetidinone. The reactants are CCC(=O)O, Cc1cc(CC(=O)O)n(C)c1C(=O)c1ccc(Cl)cc1Cl, O. The product is Cc1cc(C)n(C)c1C(=O)c1ccc(Cl)cc1Cl. As a reaction SMILES: [CH3:23][CH2:24][C:25](=[O:26])[OH:27].[Cl:1][c:2]1[c:3]([C:4](=[O:5])[c:6]2[c:7]([CH3:16])[cH:8][c:9]([CH2:12][C:13]([OH:14])=[O:15])[n:10]2[CH3:11])[cH:17][cH:18][c:19]([Cl:21])[cH:20]1.[OH2:22]>>[Cl:1][c:2]1[c:3]([C:4](=[O:5])[c:6]2[c:7]([CH3:16])[cH:8][c:9]([CH3:12])[n:10]2[CH3:11])[cH:17][cH:18][c:19]([Cl:21])[cH:20]1. The reactants are O=C([O-])O, C1COCCO1, CC1COCCN1c1cc(C(C)(C)S(=O)(=O)C2CCCCC2)nc(-c2ccc(N)cc2)n1, O=C(Cl)Oc1ccccc1, [Na+]. Yields the product CC1COCCN1c1cc(C(C)(C)S(=O)(=O)C2CCCCC2)nc(-c2ccc(NC(=O)Oc3ccccc3)cc2)n1. Reaction SMILES: [C:33](=[O:34])([OH:35])[O-:36].[CH2:48]1[O:49][CH2:50][CH2:51][O:52][CH2:53]1.[CH:1]1([S:7](=[O:8])(=[O:9])[C:10]([CH3:11])([CH3:12])[c:13]2[n:14][c:15](-[c:26]3[cH:27][cH:28][c:29]([NH2:30])[cH:31][cH:32]3)[n:16][c:17]([N:19]3[CH:20]([CH3:25])[CH2:21][O:22][CH2:23][CH2:24]3)[cH:18]2)[CH2:2][CH2:3][CH2:4][CH2:5][CH2:6]1.[Cl:38][C:39](=[O:40])[O:41][c:42]1[cH:43][cH:44][cH:45][cH:46][cH:47]1.[Na+:37]>>[CH:1]1([S:7](=[O:8])(=[O:9])[C:10]([CH3:11])([CH3:12])[c:13]2[n:14][c:15](-[c:26]3[cH:27][cH:28][c:29]([NH:30][C:39](=[O:40])[O:41][c:42]4[cH:43][cH:44][cH:45][cH:46][cH:47]4)[cH:31][cH:32]3)[n:16][c:17]([N:19]3[CH:20]([CH3:25])[CH2:21][O:22][CH2:23][CH2:24]3)[cH:18]2)[CH2:2][CH2:3][CH2:4][CH2:5][CH2:6]1. The reactants are C(C1=CC=CC=C1)OC([C@@H](N)CCC(=O)O)=O (L-glutamic acid-mono-benzyl ester), C(C)OC(C(F)(F)F)=O (trifluoroacetic acid ethyl ester). Run in C(C)O (ethanol). Conditions: time 24 hour. Product: C(C1=CC=CC=C1)OC([C@@H](NC(C(F)(F)F)=O)CCC(=O)O)=O (N-Trifluoroacetyl-L-glutamic acid-mono-benzyl ester). Reaction SMILES: [CH2:1]([O:8][C:9](=[O:17])[C@H:10]([CH2:12][CH2:13][C:14]([OH:16])=[O:15])[NH2:11])[C:2]1[CH:7]=[CH:6][CH:5]=[CH:4][CH:3]=1.C([O:20][C:21](=O)[C:22]([F:25])([F:24])[F:23])C>C(O)C>[CH2:1]([O:8][C:9](=[O:17])[C@H:10]([CH2:12][CH2:13][C:14]([OH:16])=[O:15])[NH:11][C:21](=[O:20])[C:22]([F:25])([F:24])[F:23])[C:2]1[CH:3]=[CH:4][CH:5]=[CH:6][CH:7]=1. Reported procedure: 100 g (421.5 mmol) of L-glutamic acid-mono-benzyl ester is dissolved in a mixture that consists of 1000 ml of trifluoroacetic acid ethyl ester/500 ml of ethanol, and it is stirred for 24 hours at room temperature. It is evaporated to the dry state, and the residue is crystallized from diisopropyl ether.